This data is from the Open Reaction Database (ORD), a public repository of structured organic reaction records. The task is: describe an organic reaction: reactants, conditions, products, and yield Reactants: C=C1N(C)c2ncccc2C1(C)C, CCO, COc1cc(O)c(N=O)c(OC)c1. Product: COc1cc(OC)c2c(c1)OC1(C=N2)N(C)c2ncccc2C1(C)C. As a reaction SMILES: [CH3:1][N:2]1[C:3](=[CH2:13])[C:4]([CH3:11])([CH3:12])[c:5]2[cH:6][cH:7][cH:8][n:9][c:10]21.[CH3:27][CH2:28][OH:29].[N:14](=[O:15])[c:16]1[c:17]([OH:26])[cH:18][c:19]([O:24][CH3:25])[cH:20][c:21]1[O:22][CH3:23]>>[CH3:1][N:2]1[C:3]2([C:4]([CH3:11])([CH3:12])[c:5]3[cH:6][cH:7][cH:8][n:9][c:10]31)[CH:13]=[N:14][c:16]1[c:17]([cH:18][c:19]([O:24][CH3:25])[cH:20][c:21]1[O:22][CH3:23])[O:26]2. The reactants are C(C)(C)NC(C)C (Diisopropylamine), C(CCC)[Li] (butyl lithium), CCCCCC (hexane), CN1C(CCCCC1)=O (N-methylcaprolactam), ClC1=C(C=CC=C1)OC (o-chloroanisole). Solvent: O (water), O1CCCC1 (tetrahydrofuran), O1CCCC1 (tetrahydrofuran). Reaction conditions: time 30 minute. Yields the product COC=1C=C(C=CC1)C1C(N(CCCC1)C)=O (Hexahydro-3-(3-methoxyphenyl)-1-methyl-2H-azepin-2-one). Isolated yield 23.2%. As a reaction SMILES: C(NC(C)C)(C)C.C([Li])CCC.CCCCCC.[CH3:19][N:20]1[CH2:26][CH2:25][CH2:24][CH2:23][CH2:22][C:21]1=[O:27].Cl[C:29]1[CH:34]=[CH:33][CH:32]=[CH:31][C:30]=1[O:35][CH3:36]>O1CCCC1.O>[CH3:36][O:35][C:30]1[CH:29]=[C:34]([CH:22]2[CH2:23][CH2:24][CH2:25][CH2:26][N:20]([CH3:19])[C:21]2=[O:27])[CH:33]=[CH:32][CH:31]=1. Procedure details: Diisopropylamine (152 g) in tetrahydrofuran (150 ml) was added over 30 minutes to 15% butyl lithium in hexane (641 g, 1.50 mole) under nitrogen at 20°-25° C. with cooling and the mixture stirred 30 minutes at room temperature. N-methylcaprolactam (63.6 g) in tetrahydrofuran (60 ml) was added over 5 minutes below 25° C. with cooling, the mixture was stirred for one hour at room temperature and then o-chloroanisole (71.3 g) was added over 20 minutes keeping the temperature below 30° C. The reactio...